This data is from the Open Reaction Database (ORD), a public repository of structured organic reaction records. The task is: describe an organic reaction: reactants, conditions, products, and yield The reactants are CC1=CCC(C=O)(C2C3CCC(C3)C2(C)C)CC1, COCCO[AlH2-]OCCOC, Cc1ccccc1, [Na+]. Yields the product CC1=CCC(CO)(C2C3CCC(C3)C2(C)C)CC1. Reaction SMILES: [CH3:13][C:14]1([CH3:30])[CH:15]([C:21]2([CH:28]=[O:29])[CH2:22][CH:23]=[C:24]([CH3:27])[CH2:25][CH2:26]2)[CH:16]2[CH2:17][CH2:18][CH:19]1[CH2:20]2.[CH3:2][O:3][CH2:4][CH2:5][O:6][AlH2-:7][O:8][CH2:9][CH2:10][O:11][CH3:12].[CH3:31][c:32]1[cH:33][cH:34][cH:35][cH:36][cH:37]1.[Na+:1]>>[CH3:13][C:14]1([CH3:30])[CH:15]([C:21]2([CH2:28][OH:29])[CH2:22][CH:23]=[C:24]([CH3:27])[CH2:25][CH2:26]2)[CH:16]2[CH2:17][CH2:18][CH:19]1[CH2:20]2. Starting materials: CCCc1ccc(OB(O)O)cc1, Cc1ccccc1, O=S(=O)(Oc1ccc2c(F)c(OC(F)(F)F)c(F)cc2c1)C(F)(F)F, CN(C)C=O, O, c1ccc(P(c2ccccc2)(c2ccccc2)[Pd](P(c2ccccc2)(c2ccccc2)c2ccccc2)(P(c2ccccc2)(c2ccccc2)c2ccccc2)P(c2ccccc2)(c2ccccc2)c2ccccc2)cc1. Yields the product CCCc1ccc(-c2ccc3c(F)c(OC(F)(F)F)c(F)cc3c2)cc1. RXN SMILES: [CH2:1]([CH2:2][CH3:3])[c:4]1[cH:5][cH:6][c:7]([O:10][B:11]([OH:12])[OH:13])[cH:8][cH:9]1.[CH3:40][c:41]1[cH:42][cH:43][cH:44][cH:45][cH:46]1.[F:14][C:15]([F:16])([F:17])[S:18]([O:19][c:20]1[cH:21][c:22]2[cH:23][c:24]([F:36])[c:25]([O:31][C:32]([F:33])([F:34])[F:35])[c:26]([F:30])[c:27]2[cH:28][cH:29]1)(=[O:37])=[O:38].[O:47]=[CH:48][N:49]([CH3:50])[CH3:51].[OH2:39].[cH:52]1[cH:53][cH:54][c:55]([P:56]([Pd:57]([P:58]([c:59]2[cH:60][cH:61][cH:62][cH:63][cH:64]2)([c:65]2[cH:66][cH:67][cH:68][cH:69][cH:70]2)[c:71]2[cH:72][cH:73][cH:74][cH:75][cH:76]2)([P:77]([c:78]2[cH:79][cH:80][cH:81][cH:82][cH:83]2)([c:84]2[cH:85][cH:86][cH:87][cH:88][cH:89]2)[c:90]2[cH:91][cH:92][cH:93][cH:94][cH:95]2)[P:96]([c:97]2[cH:98][cH:99][cH:100][cH:101][cH:102]2)([c:103]2[cH:104][cH:105][cH:106][cH:107][cH:108]2)[c:109]2[cH:110][cH:111][cH:112][cH:113][cH:114]2)([c:115]2[cH:116][cH:117][cH:118][cH:119][cH:120]2)[c:121]2[cH:122][cH:123][cH:124][cH:125][cH:126]2)[cH:127][cH:128]1>>[CH2:1]([CH2:2][CH3:3])[c:4]1[cH:5][cH:6][c:7](-[c:20]2[cH:21][c:22]3[cH:23][c:24]([F:36])[c:25]([O:31][C:32]([F:33])([F:34])[F:35])[c:26]([F:30])[c:27]3[cH:28][cH:29]2)[cH:8][cH:9]1. Starting materials: CN(C(C[C@H](CSC1=CC=CC=C1)NC1=C(C=C(C=C1)S(=O)(=O)NC(=O)C1=CC=C(C=C1)C1=C(C=C(C=C1)CCC(=O)O)OC)[N+](=O)[O-])=O)C (3-(4′-((((4-(((1R)-3-(dimethylamino)-3-oxo-1-((phenylthio)methyl)propyl)amino)-3-nitrophenyl)sulfonyl)amino)carbonyl)-2-methoxy-1,1′-biphenyl-4-yl)propanoic acid), C(C(C)(C)C)N (neopentylamine), CCN=C=NCCCN(C)C (EDCI), C=1C=CC2=C(C1)N=NN2O (HOBT). Run in CN(C(C)=O)C (N,N-dimethylacetamide), ClC(C)Cl (dichloroethane). Yields the product COC1=C(C=CC(=C1)CCC(=O)NCC(C)(C)C)C1=CC=C(C=C1)C(=O)NS(=O)(=O)C1=CC(=C(C=C1)N[C@H](CC(=O)N(C)C)CSC1=CC=CC=C1)[N+](=O)[O-] ((3R)-3-((4-((((2′-methoxy-4′-(3-(neopentylamino)-3-oxopropyl)-1,1′-biphenyl-4-yl)carbonyl)amino)sulfonyl)-2-nitrophenyl)amino)-N,N-dimethyl-4-(phenylthio)butanamide). Reaction SMILES: [CH3:1][N:2]([CH3:50])[C:3](=[O:49])[CH2:4][C@@H:5]([NH:14][C:15]1[CH:20]=[CH:19][C:18]([S:21]([NH:24][C:25]([C:27]2[CH:32]=[CH:31][C:30]([C:33]3[CH:38]=[CH:37][C:36]([CH2:39][CH2:40][C:41](O)=[O:42])=[CH:35][C:34]=3[O:44][CH3:45])=[CH:29][CH:28]=2)=[O:26])(=[O:23])=[O:22])=[CH:17][C:16]=1[N+:46]([O-:48])=[O:47])[CH2:6][S:7][C:8]1[CH:13]=[CH:12][CH:11]=[CH:10][CH:9]=1.[CH2:51]([NH2:56])[C:52]([CH3:55])([CH3:54])[CH3:53].CCN=C=NCCCN(C)C.C1C=CC2N(O)N=NC=2C=1>CN(C)C(=O)C.ClC(Cl)C>[CH3:45][O:44][C:34]1[CH:35]=[C:36]([CH2:39][CH2:40][C:41]([NH:56][CH2:51][C:52]([CH3:55])([CH3:54])[CH3:53])=[O:42])[CH:37]=[CH:38][C:33]=1[C:30]1[CH:29]=[CH:28][C:27]([C:25]([NH:24][S:21]([C:18]2[CH:19]=[CH:20][C:15]([NH:14][C@@H:5]([CH2:6][S:7][C:8]3[CH:13]=[CH:12][CH:11]=[CH:10][CH:9]=3)[CH2:4][C:3]([N:2]([CH3:50])[CH3:1])=[O:49])=[C:16]([N+:46]([O-:48])=[O:47])[CH:17]=2)(=[O:23])=[O:22])=[O:26])=[CH:32][CH:31]=1. Reported procedure: A solution of Example 126C (50 mg, 0.069 mmol), neopentylamine (21 mg, 0.20 mmol), EDCI (20 mg, 0.104 mmol), and HOBT (15 mg, 0.104 mmol) in N,N-dimethylacetamide (1 mL) and dichloroethane (0.5 mL) at room temperature was stirred for 16 hours. The mixture was concentrated, dissolved in 1:1 DMSO/methanol (1.0 mL) and purified by reverse phase preparative HPLC (using a C-18 column and a solvent system increasing in gradient from 20 to 95% acetonitrile/water containing 0.1% TFA) to provide the desi... Starting materials: CC(=O)[O-], CC(=O)[O-], CC(C)(C)OC(=O)N(C(=O)OC(C)(C)C)C1=NC2(c3cc(B4OC(C)(C)C(C)(C)O4)cs3)COCCC2CS1, CO, [Cu+2], [N-]=[N+]=[N-], [Na+]. Yields the product CC(C)(C)OC(=O)N(C(=O)OC(C)(C)C)C1=NC2(c3cc(N=[N+]=[N-])cs3)COCCC2CS1. As a reaction SMILES: [C:46]([O-:47])(=[O:48])[CH3:49].[C:51]([O-:52])(=[O:53])[CH3:54].[C:5]([CH3:6])([CH3:7])([CH3:8])[O:9][C:10](=[O:11])[N:12]([C:13](=[O:14])[O:15][C:16]([CH3:17])([CH3:18])[CH3:19])[C:20]1=[N:21][C:22]2([c:30]3[s:31][cH:32][c:33]([B:35]4[O:36][C:37]([CH3:38])([CH3:39])[C:40]([CH3:41])([CH3:42])[O:43]4)[cH:34]3)[CH2:23][O:24][CH2:25][CH2:26][CH:27]2[CH2:28][S:29]1.[CH3:44][OH:45].[Cu+2:50].[N-:2]=[N+:3]=[N-:4].[Na+:1]>>[N:2](=[N+:3]=[N-:4])[c:33]1[cH:32][s:31][c:30]([C:22]23[N:21]=[C:20]([N:12]([C:10]([O:9][C:5]([CH3:6])([CH3:7])[CH3:8])=[O:11])[C:13](=[O:14])[O:15][C:16]([CH3:17])([CH3:18])[CH3:19])[S:29][CH2:28][CH:27]2[CH2:26][CH2:25][O:24][CH2:23]3)[cH:34]1.